From a dataset of the Open Reaction Database (ORD), a public repository of structured organic reaction records. describe an organic reaction: reactants, conditions, products, and yield Reactants: CCOCC, CC(=O)O, ClCCl, Cc1ccccc1C(=O)c1ccc(Nc2ccccc2N)cc1Cl, O=C1CCC(=O)O1. Product: Cc1ccccc1C(=O)c1ccc(Nc2ccccc2NC(=O)CCC(=O)O)cc1Cl. As a reaction SMILES: [CH3:32][CH2:33][O:34][CH2:35][CH3:36].[CH3:40][C:41](=[O:42])[OH:43].[Cl:37][CH2:38][Cl:39].[NH2:1][c:2]1[c:3]([NH:8][c:9]2[cH:10][c:11]([Cl:24])[c:12]([C:13](=[O:14])[c:15]3[c:16]([CH3:21])[cH:17][cH:18][cH:19][cH:20]3)[cH:22][cH:23]2)[cH:4][cH:5][cH:6][cH:7]1.[O:25]=[C:26]1[CH2:27][CH2:28][C:29](=[O:30])[O:31]1>>[NH:1]([c:2]1[c:3]([NH:8][c:9]2[cH:10][c:11]([Cl:24])[c:12]([C:13](=[O:14])[c:15]3[c:16]([CH3:21])[cH:17][cH:18][cH:19][cH:20]3)[cH:22][cH:23]2)[cH:4][cH:5][cH:6][cH:7]1)[C:29]([CH2:28][CH2:27][C:26](=[O:25])[OH:31])=[O:30]. Reactants: C(C1=CC=CC=C1)OC1=CC=C(C=C1)NC1=NC=CC(=C1[N+](=O)[O-])C (N-[4-(benzyloxy)phenyl]-4-methyl-3-nitropyridin-2-amine), C(C)(=O)O (acetic acid). The reagents and catalysts are [Zn] (zinc). Run in C1CCOC1 (THF), C1CCOC1 (THF). Run at time 30 minute. The product is C(C1=CC=CC=C1)OC1=CC=C(C=C1)NC1=NC=CC(=C1N)C (N2-[4-(benzyloxy)phenyl]-4-methylpyridine-2,3-diamine). Isolated yield 70.0%. Reaction SMILES: C(O)(=O)C.[CH2:5]([O:12][C:13]1[CH:18]=[CH:17][C:16]([NH:19][C:20]2[C:25]([N+:26]([O-])=O)=[C:24]([CH3:29])[CH:23]=[CH:22][N:21]=2)=[CH:15][CH:14]=1)[C:6]1[CH:11]=[CH:10][CH:9]=[CH:8][CH:7]=1>C1COCC1.[Zn]>[CH2:5]([O:12][C:13]1[CH:18]=[CH:17][C:16]([NH:19][C:20]2[C:25]([NH2:26])=[C:24]([CH3:29])[CH:23]=[CH:22][N:21]=2)=[CH:15][CH:14]=1)[C:6]1[CH:11]=[CH:10][CH:9]=[CH:8][CH:7]=1. Procedure details: To a mixture of zinc (40.2 g), THF (50 ml) and acetic acid (100 ml) was added slowly a solution of N-[4-(benzyloxy)phenyl]-4-methyl-3-nitropyridin-2-amine (13.75 g) in THF (150 ml), and the obtained mixture was stirred at room temperature for 30 min. The reaction mixture was filtered, and the filtrate was concentrated under reduced pressure. The residue was diluted with ethyl acetate, washed with 1 M aqueous sodium hydroxide solution and saturated brine, dried over anhydrous magnesium sulfate, a... RXN SMILES: C(OC([N:8]1[CH2:12][CH2:11][CH2:10][C@H:9]1[CH2:13][N:14]([C:27]1[CH:28]=[C:29]([C:33]2[CH:38]=[CH:37][CH:36]=[CH:35][CH:34]=2)[CH:30]=[CH:31][CH:32]=1)[C:15](=[O:26])[C:16]1[CH:21]=[CH:20][C:19]([O:22]C)=[C:18]([O:24][CH3:25])[CH:17]=1)=O)(C)(C)C.F[C:40]([F:45])([F:44])C(O)=O.ClCCl>C(#N)C>[C:29]1([C:33]2[CH:34]=[CH:35][CH:36]=[CH:37][CH:38]=2)[CH:30]=[CH:31][CH:32]=[C:27]([N:14]([CH2:13][C@@H:9]2[CH2:10][CH2:11][CH2:12][NH:8]2)[C:15](=[O:26])[C:16]2[CH:21]=[CH:20][C:19]([O:22][CH:40]([F:44])[F:45])=[C:18]([O:24][CH3:25])[CH:17]=2)[CH:28]=1. Solvent: C(C)#N (acetonitrile). Starting materials: C(C)(C)(C)OC(=O)N1[C@@H](CCC1)CN(C(C1=CC(=C(C=C1)OC)OC)=O)C=1C=C(C=CC1)C1=CC=CC=C1 (2-(S)-{[biphenyl-3-yl-(3,4-dimethoxy-benzoyl)-amino]-methyl}-pyrrolidine-1-carboxylic acid tert-butyl ester), C(=O)(C(F)(F)F)O (TFA), FC(C(=O)O)(F)F (trifluoroacetic acid), ClCCl (dichloromethane). Product: C1(=CC(=CC=C1)N(C(C1=CC(=C(C=C1)OC(F)F)OC)=O)C[C@H]1NCCC1)C1=CC=CC=C1 (N-Biphenyl-3-yl-4-difluoromethoxy-3-methoxy-(S)—N-pyrrolidin-2-ylmethyl-benzamide). Reported procedure: Experimental condition analogous to Example 1, from 1 g (1.94 mmol) of 2-(S)-{[biphenyl-3-yl-(3,4-dimethoxy-benzoyl)-amino]-methyl}-pyrrolidine-1-carboxylic acid tert-butyl ester, 25 mL of trifluoroacetic acid and 100 mL of dichloromethane. Gave 0.75 gram of white semi solid: LC-MSD, m/z for: C26H26F2N2O3 [M+H]: 452.2. LC retention time on HPLC, C18 column gradient 20-95% acetonitrile with 0.1% TFA in 7 minutes: 3.54. Starting materials: CCO, N#CCc1ccccc1CC#N. Product: c1ccc2c(c1)CCNCC2. As a reaction SMILES: [CH3:13][CH2:14][OH:15].[c:1]1([CH2:10][C:11]#[N:12])[c:2]([CH2:7][C:8]#[N:9])[cH:3][cH:4][cH:5][cH:6]1>>[c:1]12[c:2]([cH:3][cH:4][cH:5][cH:6]1)[CH2:7][CH2:8][NH:12][CH2:11][CH2:10]2. Starting materials: CCOC(=O)C(O[Si](C)(C)C(C)(C)C)c1ccccc1, CC(C)C[Al+]CC(C)C, CCCCCC, [H-]. Yields the product CC(C)(C)[Si](C)(C)OC(C=O)c1ccccc1. Reaction SMILES: [C:1]([CH3:2])([CH3:3])([CH3:4])[Si:5]([O:6][CH:7]([C:8](=[O:9])[O:10][CH2:11][CH3:12])[c:13]1[cH:14][cH:15][cH:16][cH:17][cH:18]1)([CH3:19])[CH3:20].[CH2:22]([Al+:23][CH2:24][CH:25]([CH3:26])[CH3:27])[CH:28]([CH3:29])[CH3:30].[CH3:31][CH2:32][CH2:33][CH2:34][CH2:35][CH3:36].[H-:21]>>[C:1]([CH3:2])([CH3:3])([CH3:4])[Si:5]([O:6][CH:7]([CH:8]=[O:9])[c:13]1[cH:14][cH:15][cH:16][cH:17][cH:18]1)([CH3:19])[CH3:20]. Starting materials: [N+](=O)([O-])C=1C=C(C=CC1O)C(C(F)(F)F)(C(F)(F)F)C1=CC(=C(C=C1)O)[N+](=O)[O-] (2,2-bis(3-nitro-4-hydroxyphenyl)hexafluoropropane), aqueous solution, O.NN (hydrazine monohydrate), [N+](=O)([O-])C=1C=C(C=CC1O)C(C(F)(F)F)(C(F)(F)F)C1=CC(=C(C=C1)O)[N+](=O)[O-] (2,2-bis(3-nitro-4-hydroxyphenyl)hexafluoropropane), NN (hydrazine). Reagents/catalysts: [Ni] (Raney nickel). Solvent: CO (methanol). Run at time 30 minute. Product: crude product, NC=1C=C(C=CC1O)C(C(F)(F)F)(C(F)(F)F)C1=CC(=C(C=C1)O)N (2,2-bis(3-amino-4-hydroxy-phenyl)hexafluoropropane). RXN SMILES: [N+:1]([C:4]1[CH:5]=[C:6]([C:11]([C:20]2[CH:25]=[CH:24][C:23]([OH:26])=[C:22]([N+:27]([O-])=O)[CH:21]=2)([C:16]([F:19])([F:18])[F:17])[C:12]([F:15])([F:14])[F:13])[CH:7]=[CH:8][C:9]=1[OH:10])([O-])=O.O.NN.NN>[Ni].CO>[NH2:27][C:22]1[CH:21]=[C:20]([C:11]([C:6]2[CH:7]=[CH:8][C:9]([OH:10])=[C:4]([NH2:1])[CH:5]=2)([C:12]([F:13])([F:14])[F:15])[C:16]([F:17])([F:18])[F:19])[CH:25]=[CH:24][C:23]=1[OH:26] |f:1.2|. Procedure: 100.0 g of 2,2-bis(3-nitro-4-hydroxyphenyl)hexafluoropropane, 300 cc of methanol, and 5.0 g of developed NDT-90 (trade name, Raney nickel catalyst, manufactured by Kawaken Fine Chemical Co.) were put into a 500-cc four-neck flask equipped with a thermometer, a Dimroth condenser and a stirrer, and heated, with stirring, up to 60° C. to completely dissolve 2,2-bis(3-nitro-4-hydroxyphenyl)hexafluoropropane in the solvent. The resulting solution was kept at 60 to 65° C., to which was dropwise added ... Reactants: CC(=CCC(C(=O)OC)(C1=CC=CC=C1)CC=C(C)C)C (Methyl 5-methyl-2-(3-methyl-2-butenyl)-2-phenyl-4-hexenoate), C(C=C)C(C(=O)OC)(CC=C)C1=CC=CC=C1 (Methyl 2-allyl-2-phenyl-4-pentenoate). The product is C(CC(C)C)C(C(=O)OC)(CCC(C)C)C1=CC=CC=C1 (Methyl 2-isopentyl-5-methyl-2-phenylhexanoate). As a reaction SMILES: [CH3:1][C:2]([CH3:21])=[CH:3][CH2:4][C:5]([CH2:16][CH:17]=[C:18]([CH3:20])[CH3:19])([C:10]1[CH:15]=[CH:14][CH:13]=[CH:12][CH:11]=1)[C:6]([O:8][CH3:9])=[O:7].C(C(C1C=CC=CC=1)(CC=C)C(OC)=O)C=C>>[CH2:4]([C:5]([C:10]1[CH:11]=[CH:12][CH:13]=[CH:14][CH:15]=1)([CH2:16][CH2:17][CH:18]([CH3:19])[CH3:20])[C:6]([O:8][CH3:9])=[O:7])[CH2:3][CH:2]([CH3:21])[CH3:1]. Procedure details: The title compound was prepared following the procedure of Example 4B, substituting the product of Example 6A for the product of Example 1A. 1H NMR (300 MHz, CDCl3): δ 7.26 (m, 5 H), 3.64 (s, 3 H), 1.99 (m, 6 H), 1.48 (m, 2 H), 0.92 (m, 14 H). The reactants are OC1(CCCCC1)CCN1C(SC(C1=O)(C)C)CCCC1=CC=C(C(=O)OCC)C=C1 (Ethyl 4-{3-[3-[2-(1-Hydroxycyclohexyl)ethyl]-5,5-dimethyl-4-oxo-2-thiazolidinyl]propyl}benzoate). The solvent is C(C)#N.O (acetonitrile water). Product: OC1(CCCCC1)CCN1C(SC(C1=O)(C)C)CCCC1=CC=C(C(=O)O)C=C1 (4-{3-[3-[2-(1-Hydroxycyclohexyl)ethyl]-5,5-dimethyl-4-oxo-2-thiazolidinyl]propyl}benzoic Acid). As a reaction SMILES: [OH:1][C:2]1([CH2:8][CH2:9][N:10]2[C:14](=[O:15])[C:13]([CH3:17])([CH3:16])[S:12][CH:11]2[CH2:18][CH2:19][CH2:20][C:21]2[CH:31]=[CH:30][C:24]([C:25]([O:27]CC)=[O:26])=[CH:23][CH:22]=2)[CH2:7][CH2:6][CH2:5][CH2:4][CH2:3]1>C(#N)C.O>[OH:1][C:2]1([CH2:8][CH2:9][N:10]2[C:14](=[O:15])[C:13]([CH3:16])([CH3:17])[S:12][CH:11]2[CH2:18][CH2:19][CH2:20][C:21]2[CH:22]=[CH:23][C:24]([C:25]([OH:27])=[O:26])=[CH:30][CH:31]=2)[CH2:3][CH2:4][CH2:5][CH2:6][CH2:7]1 |f:1.2|. Procedure: The product of Step A above is saponified exactly as described in Example 2, Step C, to yield the title product as a crystalline solid, m.p. 132°-137° C. (from acetonitrile-water).